From a dataset of the Open Reaction Database (ORD), a public repository of structured organic reaction records. describe an organic reaction: reactants, conditions, products, and yield The reactants are C([O-])([O-])=O.[Cs+].[Cs+] (cesium carbonate), C(C)(C)(C)OC(NC1=C(C=C(C=C1CC)Br)CC)=O ((4-bromo-2,6-diethylphenyl)carbamic acid tert-butyl ester), ClC1=CC=C(C=C1)B(O)O (4-chlorophenylboronic acid), C1(CCCCC1)P(C1=C(C=CC=C1)C1=C(C=C(C=C1C(C)C)C(C)C)C(C)C)C1CCCCC1 (2-(dicyclohexylphosphino)-2′,4′,6′-tri-iso-propyl-1,1′-biphenyl). The reagents and catalysts are C(C)(=O)[O-].[Pd+2].C(C)(=O)[O-] (Palladium acetate). Solvent: O (water), CC(=O)C (acetone). The product is ClC1=CC=C(C2=CC(=C(C(=C2)CC)NC(O)=O)CC)C=C1 ((4′-chloro-3,5-diethylbiphen-4-yl)carbamic acid), butyl ester. As a reaction SMILES: C(=O)([O-])[O-].[Cs+].[Cs+].C([O:11][C:12](=[O:25])[NH:13][C:14]1[C:19]([CH2:20][CH3:21])=[CH:18][C:17](Br)=[CH:16][C:15]=1[CH2:23][CH3:24])(C)(C)C.[Cl:26][C:27]1[CH:32]=[CH:31][C:30](B(O)O)=[CH:29][CH:28]=1.C1(P(C2CCCCC2)C2C=CC=CC=2C2C(C(C)C)=CC(C(C)C)=CC=2C(C)C)CCCCC1>O.CC(C)=O.C([O-])(=O)C.[Pd+2].C([O-])(=O)C>[Cl:26][C:27]1[CH:32]=[CH:31][C:30]([C:17]2[CH:16]=[C:15]([CH2:23][CH3:24])[C:14]([NH:13][C:12](=[O:25])[OH:11])=[C:19]([CH2:20][CH3:21])[CH:18]=2)=[CH:29][CH:28]=1 |f:0.1.2,8.9.10|. Reported procedure: A solution of cesium carbonate (89.12 g, 0.27 mol) in water (600 ml) is added to a degassed solution of (4-bromo-2,6-diethylphenyl)carbamic acid tert-butyl ester (30 g, 0.091 mol) and 4-chlorophenylboronic acid (21.54 g, 0.138 mol) in acetone (3000 ml), and the mixture is stirred at room temperature under an atmosphere of nitrogen. Palladium acetate (1.02 g, 0.004 mol) and 2-(dicyclohexylphosphino)-2′,4′,6′-tri-iso-propyl-1,1′-biphenyl (4.33 g, 0.009 mol) are added and the reaction mixture is st... Procedure details: The title compound was synthesized by mixing Compound 4 (25 mg, 0.10 mmol, benzenethiol (21 μl, 0.20 mmol), caesium carbonate (33 mg, 0.10 mmol) and [1,1′-Bis(diphenylphosphino)-ferrocene]dichloropalladium(II) (7 mg, 0.01 mmol) in DMF and heating at 170° C. for 20 minutes in a microwave reactor. The product was purified by HPLC (Yield=42%). 1H NMR (400 MHz, CH3OD) δ 8.97 (d, J=7.84 1 H) 8.41 (d, J=5.56 Hz 1 H) 7.55 (m, 3 H) 7.50 (t, 1 H) 7.40 (q, 1 H) 7.36 (d, J=8.84 Hz 2 H) 7.12 (d, J=7.36 Hz 1... The reagents and catalysts are C1=CC=C(C=C1)P([C-]2C=CC=C2)C3=CC=CC=C3.C1=CC=C(C=C1)P([C-]2C=CC=C2)C3=CC=CC=C3.Cl[Pd]Cl.[Fe+2] ([1,1′-Bis(diphenylphosphino)-ferrocene]dichloropalladium(II)). Yield: 42.0%. As a reaction SMILES: Br[C:2]1[CH:10]=[CH:9][CH:8]=[C:7]2[C:3]=1[C:4]1[CH:14]=[CH:13][CH:12]=[N:11][C:5]=1[NH:6]2.[C:15]1([SH:21])[CH:20]=[CH:19][CH:18]=[CH:17][CH:16]=1.[C:22](=O)([O-])[O-].[Cs+].[Cs+].C[N:29]([CH:31]=[O:32])C>C1C=CC(P(C2C=CC=CC=2)[C-]2C=CC=C2)=CC=1.C1C=CC(P(C2C=CC=CC=2)[C-]2C=CC=C2)=CC=1.Cl[Pd]Cl.[Fe+2]>[N:11]1[C:5]2[NH:6][C:7]3[C:3]([C:4]=2[CH:14]=[CH:13][CH:12]=1)=[C:2]([S:21][C:15]1[CH:20]=[CH:19][C:18]([NH:29][C:31](=[O:32])[CH3:22])=[CH:17][CH:16]=1)[CH:10]=[CH:9][CH:8]=3 |f:2.3.4,6.7.8.9|. The product is N1=CC=CC2=C1NC1=CC=CC(=C21)SC2=CC=C(C=C2)NC(C)=O (N-(4-(9H-pyrido[2,3-b]indol-5-ylthio)phenyl)acetamide). Reaction conditions: temperature 170 celsius. The reactants are BrC1=C2C3=C(NC2=CC=C1)N=CC=C3 (5-bromo-9H-pyrido[2,3-b]indole), C1(=CC=CC=C1)S (benzenethiol), C([O-])([O-])=O.[Cs+].[Cs+] (caesium carbonate), CN(C)C=O (DMF). Reactants: CC(=O)OCc1ccc(C)nc1, ClC(Cl)Cl, O=C(OO)c1ccccc1Cl. Yields the product CC(=O)OCc1ccc(C)[n+]([O-])c1. As a reaction SMILES: [CH3:1][c:2]1[n:3][cH:4][c:5]([CH2:8][O:9][C:10]([CH3:11])=[O:12])[cH:6][cH:7]1.[CH:24]([Cl:25])([Cl:26])[Cl:27].[Cl:13][c:14]1[c:15]([C:16]([O:17][OH:18])=[O:21])[cH:19][cH:20][cH:22][cH:23]1>>[CH3:1][c:2]1[n+:3]([O-:21])[cH:4][c:5]([CH2:8][O:9][C:10]([CH3:11])=[O:12])[cH:6][cH:7]1.